Dataset: the Open Reaction Database (ORD), a public repository of structured organic reaction records. Task: describe an organic reaction: reactants, conditions, products, and yield The reactants are C(C)C1=CC2=C(C(C3=C(C=C2)C=C(C=C3)C)C=3C(NC(N(C3)C3=NC=C(C(=N3)NCC(=O)OC(C)(C)C)[N+](=O)[O-])=O)=O)C=C1 ((±)-N-[2-[5-{2-Ethyl-8-methyl-5H-dibenzo[a,d]cyclohepten-5-yl}-3,4-dihydro-2,4-dioxo-1(2H)-pyrimidinyl]-5-nitropyrimidin-4-yl]glycine, 1,1-dimethylethyl ester). The solvent is ClCCl (dichloromethane), FC(C(=O)O)(F)F (trifluoroacetic acid). The product is C(C)C1=CC2=C(C(C3=C(C=C2)C=C(C=C3)C)C=3C(NC(N(C3)C3=NC=C(C(=N3)NCC(=O)O)[N+](=O)[O-])=O)=O)C=C1 (N-[2-[5-{2-Ethyl-8-methyl-5H-dibenzo[a,d]cyclohepten-5-yl}-3,4-dihydro-2,4-dioxo-1(2H)-pyrimidinyl]-5-nitropyrimidin-4-yl]glycine). As a reaction SMILES: [CH2:1]([C:3]1[CH:44]=[CH:43][C:6]2[CH:7]([C:17]3[C:18](=[O:42])[NH:19][C:20](=[O:41])[N:21]([C:23]4[N:28]=[C:27]([NH:29][CH2:30][C:31]([O:33]C(C)(C)C)=[O:32])[C:26]([N+:38]([O-:40])=[O:39])=[CH:25][N:24]=4)[CH:22]=3)[C:8]3[CH:15]=[CH:14][C:13]([CH3:16])=[CH:12][C:9]=3[CH:10]=[CH:11][C:5]=2[CH:4]=1)[CH3:2]>ClCCl.FC(F)(F)C(O)=O>[CH2:1]([C:3]1[CH:44]=[CH:43][C:6]2[CH:7]([C:17]3[C:18](=[O:42])[NH:19][C:20](=[O:41])[N:21]([C:23]4[N:28]=[C:27]([NH:29][CH2:30][C:31]([OH:33])=[O:32])[C:26]([N+:38]([O-:40])=[O:39])=[CH:25][N:24]=4)[CH:22]=3)[C:8]3[CH:15]=[CH:14][C:13]([CH3:16])=[CH:12][C:9]=3[CH:10]=[CH:11][C:5]=2[CH:4]=1)[CH3:2]. Procedure: A solution of the product from example 28 step (ii) (0.07 g) in dichloromethane (1 ml) and trifluoroacetic acid (1 ml) was stirred overnight and evaporated. The residue was triturated with ether and filtered off. Yield 0.05 g. The reactants are CCN=C=NCCCN(C)C, O=C(O)c1ccccc1OCC1CC1, CCN(C(C)C)C(C)C, Cl, O=C(NCC(=O)N1CCNCC1)c1ccc(-c2ccccc2)cc1, CN(C)C=O, O, On1nnc2ccccc21. The product is O=C(NCC(=O)N1CCN(C(=O)c2ccccc2OCC2CC2)CC1)c1ccc(-c2ccccc2)cc1. Reaction SMILES: [CH3:34][CH2:35][N:36]=[C:37]=[N:38][CH2:39][CH2:40][CH2:41][N:42]([CH3:43])[CH3:44].[CH:10]1([CH2:13][O:14][c:15]2[c:16]([C:17](=[O:18])[OH:19])[cH:20][cH:21][cH:22][cH:23]2)[CH2:11][CH2:12]1.[CH:1]([N:2]([CH2:3][CH3:4])[CH:5]([CH3:6])[CH3:7])([CH3:8])[CH3:9].[ClH:45].[O:46]=[C:47]([CH2:48][NH:49][C:50](=[O:51])[c:52]1[cH:53][cH:54][c:55](-[c:58]2[cH:59][cH:60][cH:61][cH:62][cH:63]2)[cH:56][cH:57]1)[N:64]1[CH2:65][CH2:66][NH:67][CH2:68][CH2:69]1.[O:70]=[CH:71][N:72]([CH3:73])[CH3:74].[OH2:75].[OH:24][n:25]1[c:26]2[c:27]([cH:28][cH:29][cH:30][cH:31]2)[n:32][n:33]1>>[CH:10]1([CH2:13][O:14][c:15]2[c:16]([C:17](=[O:19])[N:67]3[CH2:66][CH2:65][N:64]([C:47](=[O:46])[CH2:48][NH:49][C:50](=[O:51])[c:52]4[cH:53][cH:54][c:55](-[c:58]5[cH:59][cH:60][cH:61][cH:62][cH:63]5)[cH:56][cH:57]4)[CH2:69][CH2:68]3)[cH:20][cH:21][cH:22][cH:23]2)[CH2:11][CH2:12]1. Reactants: CCOCC, CC(C)(C)[O-], CC(C)(C)O, CC(=O)C(CCc1ccc(Cl)cc1)C(=O)OC(C)(C)C, ClCc1ccc(Cl)cc1, [K+], O. Yields the product CC(=O)C(CCc1ccc(Cl)cc1)(Cc1ccc(Cl)cc1)C(=O)OC(C)(C)C. Reaction SMILES: [CH2:36]([O:37][CH2:38][CH3:39])[CH3:40].[CH3:30][C:31]([CH3:32])([O-:33])[CH3:34].[CH3:41][C:42]([OH:43])([CH3:44])[CH3:45].[Cl:1][c:2]1[cH:3][cH:4][c:5]([CH2:8][CH2:9][CH:10]([C:11](=[O:12])[O:13][C:14]([CH3:15])([CH3:16])[CH3:17])[C:18]([CH3:19])=[O:20])[cH:6][cH:7]1.[Cl:21][c:22]1[cH:23][cH:24][c:25]([CH2:26][Cl:27])[cH:28][cH:29]1.[K+:35].[OH2:46]>>[Cl:1][c:2]1[cH:3][cH:4][c:5]([CH2:8][CH2:9][C:10]([C:11](=[O:12])[O:13][C:14]([CH3:15])([CH3:16])[CH3:17])([C:18]([CH3:19])=[O:20])[CH2:26][c:25]2[cH:24][cH:23][c:22]([Cl:21])[cH:29][cH:28]2)[cH:6][cH:7]1. Starting materials: C1(=CC=CC=C1)COC(NC1=NC=2C(=NC=C(C2)C=2C=CC3=C(CN(CCO3)C3=NC=NC4=CC=C(C=C34)C)C2)N1)=O (Phenylmethyl{6-[4-(6-methylquinazolin-4-yl)-2,3,4,5-tetrahydro-1,4-benzoxazepin-7-yl]-3H-imidazo[4,5-b]pyridin-2-yl}carbamate), [H][H] (hydrogen). Reagents/catalysts: [Pd] (Palladium on carbon). The solvent is C(C)(=O)O (acetic acid). Product: CC=1C=C2C(=NC=NC2=CC1)N1CCOC2=C(C1)C=C(C=C2)C=2C=C1C(=NC2)NC(=N1)N (6-[4-(6-methylquinazolin-4-yl)-2,3,4,5-tetrahydro-1,4-benzoxazepin-7-yl]-3H-imidazo[4,5-b]pyridin-2-amine). Yield: 4.3%. RXN SMILES: C1(COC(=O)[NH:10][C:11]2[NH:41][C:14]3=[N:15][CH:16]=[C:17]([C:19]4[CH:20]=[CH:21][C:22]5[O:28][CH2:27][CH2:26][N:25]([C:29]6[C:38]7[C:33](=[CH:34][CH:35]=[C:36]([CH3:39])[CH:37]=7)[N:32]=[CH:31][N:30]=6)[CH2:24][C:23]=5[CH:40]=4)[CH:18]=[C:13]3[N:12]=2)C=CC=CC=1.[H][H]>C(O)(=O)C.[Pd]>[CH3:39][C:36]1[CH:37]=[C:38]2[C:33](=[CH:34][CH:35]=1)[N:32]=[CH:31][N:30]=[C:29]2[N:25]1[CH2:24][C:23]2[CH:40]=[C:19]([C:17]3[CH:18]=[C:13]4[N:12]=[C:11]([NH2:10])[NH:41][C:14]4=[N:15][CH:16]=3)[CH:20]=[CH:21][C:22]=2[O:28][CH2:27][CH2:26]1. Reported procedure: Phenylmethyl{6-[4-(6-methylquinazolin-4-yl)-2,3,4,5-tetrahydro-1,4-benzoxazepin-7-yl]-3H-imidazo[4,5-b]pyridin-2-yl}carbamate (0.1 g, 0.18 mmol) in acetic acid (8 ml) was placed under nitrogen. Palladium on carbon (0.25 g, 10 W %) was added and the reaction mixture saturated with hydrogen then stirred at room temperature for 12 h. The reaction mixture was filtered through a pad of celite then concentrated. The residue was taken into a minimum of methanol and purified by preparative reverse phase... The reactants are CCCP(=O)=O (propylphosphonic anhydride), N=1C=C(N2C1C=CC=C2)C(=O)O (imidazo[1,2-a]pyridine-3-carboxylic acid), FC1(C(C1)C1=NC(=NO1)C=1C(=CC(=C(N)C1)C)C)F (5-(5-(2,2-difluorocyclopropyl)-1,2,4-oxadiazol-3-yl)-2,4-dimethylaniline). Run in C(C)(=O)OCC (ethyl acetate), C([O-])(O)=O.[Na+] (sodium bicarbonate), C(C)OC(C)=O (ethylacetate). Conditions: temperature 65 celsius. The product is FC1([C@H](C1)C1=NC(=NO1)C=1C(=CC(=C(C1)NC(=O)C1=CN=C2N1C=CC=C2)C)C)F ((R)—N-(5-(5-(2,2-difluorocyclopropyl)-1,2,4-oxadiazol-3-yl)-2,4-dimethylphenyl)imidazo[1,2-a]pyridine-3-carboxamide). Reaction SMILES: [N:1]1[CH:2]=[C:3]([C:10]([OH:12])=O)[N:4]2[CH:9]=[CH:8][CH:7]=[CH:6][C:5]=12.[F:13][C:14]1([F:31])[CH2:16][CH:15]1[C:17]1[O:21][N:20]=[C:19]([C:22]2[C:23]([CH3:30])=[CH:24][C:25]([CH3:29])=[C:26]([CH:28]=2)[NH2:27])[N:18]=1.CCCP(=O)=O>C(OC(=O)C)C.C(=O)(O)[O-].[Na+]>[F:31][C:14]1([F:13])[CH2:16][C@@H:15]1[C:17]1[O:21][N:20]=[C:19]([C:22]2[C:23]([CH3:30])=[CH:24][C:25]([CH3:29])=[C:26]([NH:27][C:10]([C:3]3[N:4]4[CH:9]=[CH:8][CH:7]=[CH:6][C:5]4=[N:1][CH:2]=3)=[O:12])[CH:28]=2)[N:18]=1 |f:4.5|. Procedure: To a stirring suspension of imidazo[1,2-a]pyridine-3-carboxylic acid (1) (25 mg, 0.154 mmol) and 5-(5-(2,2-difluorocyclopropyl)-1,2,4-oxadiazol-3-yl)-2,4-dimethylaniline (150) (41 mg, 0.154 mmol) in ethylacetate (1 mL) was added propylphosphonic anhydride solution 50 wt % in ethyl acetate (184 uL, 0.308 mmol). The reaction was heated at 65° C. overnight. The reaction was cooled to room temperature and diluted with a solution of saturated sodium bicarbonate. The organic was separated and washed w... The reactants are COC(CCCCCCCN1C(N(C2=C1C=CC=C2)C2=CC=CC=C2)=O)=O (8-(2-oxo-3-phenyl-benzimidazolin-1-yl)-caprylic acid methyl ester), [OH-].[Na+] (NaOH). The product is O=C1N(C2=C(N1CCCCCCCC(=O)O)C=CC=C2)C2=CC=CC=C2 (8-(2-Oxo-3-phenyl-benzimidazolin-1-yl)-caprylic acid). As a reaction SMILES: C[O:2][C:3](=[O:27])[CH2:4][CH2:5][CH2:6][CH2:7][CH2:8][CH2:9][CH2:10][N:11]1[C:15]2[CH:16]=[CH:17][CH:18]=[CH:19][C:14]=2[N:13]([C:20]2[CH:25]=[CH:24][CH:23]=[CH:22][CH:21]=2)[C:12]1=[O:26].[OH-].[Na+]>>[O:26]=[C:12]1[N:11]([CH2:10][CH2:9][CH2:8][CH2:7][CH2:6][CH2:5][CH2:4][C:3]([OH:27])=[O:2])[C:15]2[CH:16]=[CH:17][CH:18]=[CH:19][C:14]=2[N:13]1[C:20]1[CH:21]=[CH:22][CH:23]=[CH:24][CH:25]=1 |f:1.2|. Procedure details: The product is produced as described in example 22 from 15 g. of 8-(2-oxo-3-phenyl-benzimidazolin-1-yl)-caprylic acid methyl ester and 1.64 g. of NaOH. Reactants: CC(C)(C)OC(=O)N1CCC(CCN=[N+]=[N-])CC1, C1CCOC1, c1ccc(P(c2ccccc2)c2ccccc2)cc1. Yields the product CC(C)(C)OC(=O)N1CCC(CCN)CC1. Reaction SMILES: [C:1](=[O:2])([O:3][C:4]([CH3:5])([CH3:6])[CH3:7])[N:8]1[CH2:9][CH2:10][CH:11]([CH2:14][CH2:15][N:16]=[N+:17]=[N-:18])[CH2:12][CH2:13]1.[CH2:38]1[O:39][CH2:40][CH2:41][CH2:42]1.[c:19]1([P:20]([c:21]2[cH:22][cH:23][cH:24][cH:25][cH:26]2)[c:27]2[cH:28][cH:29][cH:30][cH:31][cH:32]2)[cH:33][cH:34][cH:35][cH:36][cH:37]1>>[C:1](=[O:2])([O:3][C:4]([CH3:5])([CH3:6])[CH3:7])[N:8]1[CH2:9][CH2:10][CH:11]([CH2:14][CH2:15][NH2:16])[CH2:12][CH2:13]1. Starting materials: O=N[O-], N#Cc1ccc(N)cn1, [Na+], O, O=S(=O)(O)O. The product is N#Cc1ccc(O)cn1. RXN SMILES: [N:15]([O-:16])=[O:17].[NH2:1][c:2]1[cH:3][cH:4][c:5]([C:8]#[N:9])[n:6][cH:7]1.[Na+:18].[OH2:19].[S:10]([OH:11])(=[O:12])(=[O:13])[OH:14]>>[c:2]1([OH:11])[cH:3][cH:4][c:5]([C:8]#[N:9])[n:6][cH:7]1. Reactants: C(C1=CC=CC=C1)(C1=CC=CC=C1)=NNC1=CC(=C(C=C1)S(=O)(=O)NCCN1CCOCC1)C (4-(N′-benzhydrylidenehydrazino)-2-methyl-N-(2-morpholin-4-yl-ethyl)benzene sulfonamide), BrC=1C=C(C=CC1)S(=O)(=O)NCCOC (3-bromo-N-(2-methoxyethyl)benzene sulfonamide). The product is C(C1=CC=CC=C1)(C1=CC=CC=C1)=NNC=1C=C(C=CC1)S(=O)(=O)NCCOC (3-(N′-benzhydrylidenehydrazino)-N-(2-methoxy-ethyl)-benzene sulfonamide). As a reaction SMILES: [C:1](=[N:14][NH:15]C1C=CC(S(NCCN2CCOCC2)(=O)=O)=C(C)C=1)([C:8]1[CH:13]=[CH:12][CH:11]=[CH:10][CH:9]=1)[C:2]1[CH:7]=[CH:6][CH:5]=[CH:4][CH:3]=1.Br[C:36]1[CH:37]=[C:38]([S:42]([NH:45][CH2:46][CH2:47][O:48][CH3:49])(=[O:44])=[O:43])[CH:39]=[CH:40][CH:41]=1>>[C:1](=[N:14][NH:15][C:36]1[CH:37]=[C:38]([S:42]([NH:45][CH2:46][CH2:47][O:48][CH3:49])(=[O:43])=[O:44])[CH:39]=[CH:40][CH:41]=1)([C:8]1[CH:9]=[CH:10][CH:11]=[CH:12][CH:13]=1)[C:2]1[CH:3]=[CH:4][CH:5]=[CH:6][CH:7]=1. Reported procedure: The compound was prepared in the same manner as described for 4-(N′-benzhydrylidenehydrazino)-2-methyl-N-(2-morpholin-4-yl-ethyl)benzene sulfonamide, replacing 4-bromo-2-methyl-N-(2-morpholin-4-yl-ethyl)benzene sulfonamide with 3-bromo-N-(2-methoxyethyl)benzene sulfonamide. 1H-NMR (DMSO-d6) δ 9.32 (s, 1H), 7.67 (t, J=2.1 Hz, 1H), 7.63 to 7.48 (m, 4H), 7.46 to 7.41 (m, 3H), 7.39 to 7.26 (m, 6H), 7.15 to 7.12 (m, 1H), 3.29 (t, 5.7 Hz, 2H), 3.15 (s, 3H), 2.87 (q, J=5.7 Hz, 2H); MS LC-MS [M+H]+=410,... Starting materials: C(C)(=O)OC1=C(C=C(C=C1)C)N1N=C2C(=N1)C=CC(=C2)CC (2(2-acetoxy-5-methylphenyl)5-ethyl-2H-benzotriazole), [OH-].[Na+] (sodium hydroxide), Cl (hydrochloric acid). Run in C(C)O (ethanol). Run at temperature 80 celsius. Product: OC1=C(C=C(C=C1)C)N1N=C2C(=N1)C=CC(=C2)CC (2(2-hydroxy-5-methylphenyl)5-ethyl-2H-benzotriazole). Yield: 53.3%. Reaction SMILES: C([O:4][C:5]1[CH:10]=[CH:9][C:8]([CH3:11])=[CH:7][C:6]=1[N:12]1[N:16]=[C:15]2[CH:17]=[CH:18][C:19]([CH2:21][CH3:22])=[CH:20][C:14]2=[N:13]1)(=O)C.[OH-].[Na+].Cl>C(O)C>[OH:4][C:5]1[CH:10]=[CH:9][C:8]([CH3:11])=[CH:7][C:6]=1[N:12]1[N:16]=[C:15]2[CH:17]=[CH:18][C:19]([CH2:21][CH3:22])=[CH:20][C:14]2=[N:13]1 |f:1.2|. Procedure details: Pure 2(2-hydroxy-5-methylphenyl)-5-ethyl-2H-benzotriazole was obtained by the hydrolysis of 2(2-acetoxy-5-methylphenyl)5-ethyl-2H-benzotriazole. A solution of 2(2-acetoxy-5-methylphenyl)5-ethyl-2H-benzotriazole (5.9 g, 0.02 mole) and 10 ml of ethanol was poured into a solution of sodium hydroxide (2.0 g, 0.05 mole). The resulting fine dispersion was heated to 80° C. for 3 hours. After cooling to room temperature, the homogeneous solution was acidified with 1 N aqueous hydrochloric acid solution ...